From a dataset of the Open Reaction Database (ORD), a public repository of structured organic reaction records. describe an organic reaction: reactants, conditions, products, and yield Starting materials: COC1=C(C(=CC(=C1)O[Si](C1=CC=CC=C1)(C1=CC=CC=C1)C(C)(C)C)OC)B(O)O (2,6-dimethoxy-4-(tert-butyl-diphenylsilyloxy)benzeneboronic acid), C(C)OC([C@@H](NC(C1=C(C=CC=C1Cl)Cl)=O)CC1=CC=C(C=C1)Br)=O (N-(2,6-dichlorobenzoyl)-4-bromo-L-phenylalanine ethyl ester), C(=O)([O-])[O-].[K+].[K+] (K2CO3). Reagents/catalysts: C=1C=CC(=CC1)[P](C=2C=CC=CC2)(C=3C=CC=CC3)[Pd]([P](C=4C=CC=CC4)(C=5C=CC=CC5)C=6C=CC=CC6)([P](C=7C=CC=CC7)(C=8C=CC=CC8)C=9C=CC=CC9)[P](C=1C=CC=CC1)(C=1C=CC=CC1)C=1C=CC=CC1 (Pd(PPh3)4). The solvent is COCCOC.O (DME H2O), CCOC(=O)C (EtOAc). Reaction conditions: temperature 80 celsius, time 1 hour. Product: C(C)OC([C@@H](NC(C1=C(C=CC=C1Cl)Cl)=O)CC1=CC=C(C=C1)C1=C(C=C(C=C1OC)O)OC)=O (N-(2,6-dichlorobenzoyl)-4-(2,6-dimethoxy-4-hydroxyphenyl)-L-phenylalanine ethyl ester). Yield: 53.7%. As a reaction SMILES: [CH3:1][O:2][C:3]1[CH:8]=[C:7]([O:9][Si](C(C)(C)C)(C2C=CC=CC=2)C2C=CC=CC=2)[CH:6]=[C:5]([O:27][CH3:28])[C:4]=1B(O)O.[CH2:32]([O:34][C:35](=[O:56])[C@H:36]([CH2:48][C:49]1[CH:54]=[CH:53][C:52](Br)=[CH:51][CH:50]=1)[NH:37][C:38](=[O:47])[C:39]1[C:44]([Cl:45])=[CH:43][CH:42]=[CH:41][C:40]=1[Cl:46])[CH3:33].C([O-])([O-])=O.[K+].[K+]>COCCOC.O.CCOC(C)=O.C1C=CC([P]([Pd]([P](C2C=CC=CC=2)(C2C=CC=CC=2)C2C=CC=CC=2)([P](C2C=CC=CC=2)(C2C=CC=CC=2)C2C=CC=CC=2)[P](C2C=CC=CC=2)(C2C=CC=CC=2)C2C=CC=CC=2)(C2C=CC=CC=2)C2C=CC=CC=2)=CC=1>[CH2:32]([O:34][C:35](=[O:56])[C@H:36]([CH2:48][C:49]1[CH:54]=[CH:53][C:52]([C:4]2[C:5]([O:27][CH3:28])=[CH:6][C:7]([OH:9])=[CH:8][C:3]=2[O:2][CH3:1])=[CH:51][CH:50]=1)[NH:37][C:38](=[O:47])[C:39]1[C:40]([Cl:46])=[CH:41][CH:42]=[CH:43][C:44]=1[Cl:45])[CH3:33] |f:2.3.4,5.6,^1:79,81,100,119|. Procedure: A mixture of 2,6-dimethoxy-4-(tert-butyl-diphenylsilyloxy)benzeneboronic acid (3 g), N-(2,6-dichlorobenzoyl)-4-bromo-L-phenylalanine ethyl ester (0.8 g), Pd(PPh3)4 (1 g) and K2CO3 (2.1 g) in DME/H2O (20 mL/0.5 mL) was heated at 80° C. for 6 hour under N2. The mixture was diluted with EtOAc and washed with water, dried and evaporated. The residue was dissolved in EtOAc and the solution was filtered through a silica gel column and evaporated. The residue was dissolved in THF, and TBAF (1.6 M in TH... Starting materials: ClC1=CC(=CC=C1)C(=O)OO (metachloroperbenzoic acid), ClC1=CC(=CC=C1)C(=O)OO (meta-chloroperbenzoic acid), S(=O)(=O)([O-])S(=O)[O-].[Na+].[Na+] (sodium metabisulfite), C(CC(C)C)SCCCCl (3-chloropropyl isopentyl sulfide). The solvent is C(Cl)Cl (methylene chloride), C(Cl)Cl (methylene chloride), C(Cl)Cl (methylene chloride). Run at time 8 hour. Product: C(CC(C)C)S(=O)(=O)CCCCl (3-chloropropyl isopentyl sulfone). Isolated yield 75.4%. RXN SMILES: C(S[CH2:7][CH2:8][CH2:9][Cl:10])CC(C)C.ClC1C=[CH:16][CH:15]=[C:14]([C:18](OO)=O)[CH:13]=1.[S:22](S([O-])=O)([O-:25])(=O)=[O:23].[Na+].[Na+]>C(Cl)Cl>[CH2:16]([S:22]([CH2:7][CH2:8][CH2:9][Cl:10])(=[O:25])=[O:23])[CH2:15][CH:14]([CH3:13])[CH3:18] |f:2.3.4|. Reported procedure: Dissolve 3-chloropropyl isopentyl sulfide (800 mg, 4.43 mmol) in methylene chloride (25 mL) and place under nitrogen atmosphere. Add a solution of metachloroperbenzoic acid (1.53 g, 8.85 mmol) in methylene chloride (25 mL). Stir at room temperature overnight. Add additional meta-chloroperbenzoic acid (1.0 g) in methylene chloride (25 mL). Stir at room temperature overnight. Treat with aqueous sodium metabisulfite (until negative starch-iodide test) and separate the layers. Wash the organic phase... Reactants: C1(C(CCCCCC1)=O)=O (cyclooctane-1,2-dione), COP(OC)(=O)CC(=O)C1(CC1)C ([2-(1-Methyl-cyclopropyl)-2-oxo-ethyl]-phosphonic acid dimethyl ester), O.NN (hydrazine monohydrate). The product is CC1(CC1)C1=CC2=C(N=N1)CCCCCC2 (3-(1-Methyl-cyclopropyl)-5,6,7,8,9,10-hexahydro-cycloocta[c]pyridazine). RXN SMILES: [C:1]1(=O)[CH2:8][CH2:7][CH2:6][CH2:5][CH2:4][CH2:3][C:2]1=O.COP([CH2:17][C:18]([C:20]1([CH3:23])[CH2:22][CH2:21]1)=O)(=O)OC.O.[NH2:25][NH2:26]>>[CH3:23][C:20]1([C:18]2[N:26]=[N:25][C:2]3[CH2:3][CH2:4][CH2:5][CH2:6][CH2:7][CH2:8][C:1]=3[CH:17]=2)[CH2:22][CH2:21]1 |f:2.3|. Procedure: light yellow oil. MS (EI): 216.3 (M+). Prepared from cyclooctane-1,2-dione, [2-(1-Methyl-cyclopropyl)-2-oxo-ethyl]-phosphonic acid dimethyl ester, hydrazine monohydrate. RXN SMILES: [CH3:43][CH2:44][CH2:45][CH2:46][CH2:47][CH3:48].[CH3:49][S:50](=[O:51])[CH3:52].[CH3:4][O:5][CH2:6][P+:7]([c:8]1[cH:9][cH:10][cH:11][cH:12][cH:13]1)([c:14]1[cH:15][cH:16][cH:17][cH:18][cH:19]1)[c:20]1[cH:21][cH:22][cH:23][cH:24][cH:25]1.[Cl-:3].[Cl:26][c:27]1[cH:28][cH:29][c:30]([CH2:31][S:32][CH:33]2[CH2:34][CH2:35][C:36](=[O:39])[CH2:37][CH2:38]2)[cH:40][cH:41]1.[H-:1].[Na+:2].[OH2:42]>>[CH3:4][O:5][CH:6]=[C:36]1[CH2:35][CH2:34][CH:33]([S:32][CH2:31][c:30]2[cH:29][cH:28][c:27]([Cl:26])[cH:41][cH:40]2)[CH2:38][CH2:37]1. Yields the product COC=C1CCC(SCc2ccc(Cl)cc2)CC1. The reactants are CCCCCC, CS(C)=O, COC[P+](c1ccccc1)(c1ccccc1)c1ccccc1, [Cl-], O=C1CCC(SCc2ccc(Cl)cc2)CC1, [H-], [Na+], O. Reported procedure: Under a nitrogen blanket and at 90° C., 2 g (9.2 mmol) of the acetylene derivative from Example 1 is added to a mixture of 50 mg of copper(II) chloride, 110 mg of palladium(II) acetate, 380 mg of triphenylphosphine and 2.6 g (18.4 mmol) of benzoyl chloride in 100 ml of triethylamine. After 30 minutes, the mixture is allowed to cool and the solid is filtered off. The filtrate is evaporaed down, and the residue is taken up in methyl tert-butyl ether, washed with water, dried and evaporated down. T... Reaction SMILES: [CH3:1][O:2][N:3]=[C:4]([C:9]1[CH:14]=[CH:13][CH:12]=[CH:11][C:10]=1[C:15]#[CH:16])[C:5]([O:7][CH3:8])=[O:6].C1(P(C2C=CC=CC=2)C2C=CC=CC=2)C=CC=CC=1.[C:36](Cl)(=[O:43])[C:37]1[CH:42]=[CH:41][CH:40]=[CH:39][CH:38]=1>C(N(CC)CC)C.[Cu](Cl)Cl.C([O-])(=O)C.[Pd+2].C([O-])(=O)C>[CH3:1][O:2][N:3]=[C:4]([C:9]1[CH:14]=[CH:13][CH:12]=[CH:11][C:10]=1[C:15]#[C:16][C:36](=[O:43])[C:37]1[CH:42]=[CH:41][CH:40]=[CH:39][CH:38]=1)[C:5]([O:7][CH3:8])=[O:6] |f:5.6.7|. Starting materials: CON=C(C(=O)OC)C1=C(C=CC=C1)C#C (methyl 2-ethynylphenylglyoxylate O-methyloxime), C1(=CC=CC=C1)P(C1=CC=CC=C1)C1=CC=CC=C1 (triphenylphosphine), C(C1=CC=CC=C1)(=O)Cl (benzoyl chloride). The reagents and catalysts are [Cu](Cl)Cl (copper(II) chloride), C(C)(=O)[O-].[Pd+2].C(C)(=O)[O-] (palladium(II) acetate). Run at time 30 minute. The product is CON=C(C(=O)OC)C1=C(C=CC=C1)C#CC(C1=CC=CC=C1)=O (methyl 2-benzoyl-ethynylphenylglyoxylate O-methyloxime). The solvent is C(C)N(CC)CC (triethylamine).